This data is from the Open Reaction Database (ORD), a public repository of structured organic reaction records. The task is: describe an organic reaction: reactants, conditions, products, and yield Reactants: BrC(C)C (2-bromopropane), BrC=1C=C(C=O)C=CC1O (3-bromo-4-hydroxybenzaldehyde), C([O-])([O-])=O.[K+].[K+] (potassium carbonate), [I-].[K+] (potassium iodide). The solvent is CN(C=O)C (N,N-dimethylformamide), C(C)(=O)OCC (ethyl acetate). The product is BrC=1C=C(C=O)C=CC1OC(C)C (3-bromo-4-isopropoxybenzaldehyde). Yield: 58.7%. Reaction SMILES: [Br:1][C:2]1[CH:3]=[C:4]([CH:7]=[CH:8][C:9]=1[OH:10])[CH:5]=[O:6].C(=O)([O-])[O-].[K+].[K+].[I-].[K+].Br[CH:20]([CH3:22])[CH3:21]>C(OCC)(=O)C.CN(C)C=O>[Br:1][C:2]1[CH:3]=[C:4]([CH:7]=[CH:8][C:9]=1[O:10][CH:20]([CH3:22])[CH3:21])[CH:5]=[O:6] |f:1.2.3,4.5|. Procedure: To a mixture of 3-bromo-4-hydroxybenzaldehyde (2.5 g, 12.4 mmol), potassium carbonate (2.57 g, 18.6 mmol), potassium iodide (0.21 g, 1.24 mmol) and N,N-dimethylformamide (30 mL) was added 2-bromopropane (1.46 mL, 15.5 mmol) under stirring at room temperature, and the mixture was stirred at 70° C. for 18 hr. The reaction mixture was diluted with ethyl acetate, washed with water and saturated brine, dried over anhydrous magnesium sulfate, and concentrated. under reduced pressure. The residue was p... The product is S1C=C(C=C1)C1=NC=CC=N1 (2-(thiophen-3-yl) pyrimidine). Reagents/catalysts: C=1C=CC(=CC1)/C=C/C(=O)/C=C/C2=CC=CC=C2.C=1C=CC(=CC1)/C=C/C(=O)/C=C/C2=CC=CC=C2.C=1C=CC(=CC1)/C=C/C(=O)/C=C/C2=CC=CC=C2.[Pd].[Pd] (tris(dibenzylideneacetone)dipalladium(0)). The reactants are C1(CCCCC1)P(C1=C(C=CC=C1)C1=C(C=C(C=C1C(C)C)C(C)C)C(C)C)C1CCCCC1 (2-(dicyclohexylphosphino)-2′,4′,6′-triisopropyl-1,1′-biphenyl), S1C=C(C=C1)B(O)O (3-thiophene boronic acid), ClC1=NC=CC=N1 (2-chloropyrimidine), P(=O)([O-])([O-])[O-].[K+].[K+].[K+] (potassium phosphate). Run at temperature 100 celsius, time 8 hour. As a reaction SMILES: C1(P(C2CCCCC2)C2C=CC=CC=2C2C(C(C)C)=CC(C(C)C)=CC=2C(C)C)CCCCC1.[S:35]1[CH:39]=[CH:38][C:37](B(O)O)=[CH:36]1.Cl[C:44]1[N:49]=[CH:48][CH:47]=[CH:46][N:45]=1.P([O-])([O-])([O-])=O.[K+].[K+].[K+]>C1C=CC(/C=C/C(/C=C/C2C=CC=CC=2)=O)=CC=1.C1C=CC(/C=C/C(/C=C/C2C=CC=CC=2)=O)=CC=1.C1C=CC(/C=C/C(/C=C/C2C=CC=CC=2)=O)=CC=1.[Pd].[Pd].C(O)(CC)(C)C>[S:35]1[CH:39]=[CH:38][C:37]([C:44]2[N:49]=[CH:48][CH:47]=[CH:46][N:45]=2)=[CH:36]1 |f:3.4.5.6,7.8.9.10.11|. Solvent: C(C)(C)(CC)O (Tert-amyl alcohol). Procedure: Tert-amyl alcohol (100 mL) was added to tris(dibenzylideneacetone)dipalladium(0) (460 mg), 2-(dicyclohexylphosphino)-2′,4′,6′-triisopropyl-1,1′-biphenyl (960 mg), 3-thiophene boronic acid (9.60 g), 2-chloropyrimidine (5.72 g), potassium phosphate (21.2 g), and molecular sieve 4 A (12.5 g). The reaction solution was stirred at 100° C. overnight. The insolubles were filtrated, and then the solvent was evaporated under vacuum. The resultant residue was purified by column chromatography on silica ge... Starting materials: C1(C=2C(C(=O)O1)=CC=CC2)=O (Phthalic anhydride), NC1=CC=C(C=N1)/C=C/C(=O)N(CC=1N(C2=CC=CC=C2C1)C)C ((E)-3-(6-aminopyridin-3-yl)-N-methyl-N-(1-methyl-1H-indol-2-ylmethyl)acrylamide), C([O-])(O)=O.[Na+] (sodium bicarbonate). The solvent is C1CCOC1 (THF). Reaction conditions: time 48 hour. Product: CN(C(C=C)=O)CC=1N(C2=CC=CC=C2C1)C (N-methyl-N-(1-methyl-1H-indol-2-ylmethyl)acrylamide). The yield is 32.0%. As a reaction SMILES: C1(=O)OC(=O)C2=CC=CC=C12.NC1N=CC(/[CH:19]=[CH:20]/[C:21]([N:23]([CH3:35])[CH2:24][C:25]2[N:26]([CH3:34])[C:27]3[C:32]([CH:33]=2)=[CH:31][CH:30]=[CH:29][CH:28]=3)=[O:22])=CC=1.C(=O)(O)[O-].[Na+]>C1COCC1>[CH3:35][N:23]([CH2:24][C:25]1[N:26]([CH3:34])[C:27]2[C:32]([CH:33]=1)=[CH:31][CH:30]=[CH:29][CH:28]=2)[C:21](=[O:22])[CH:20]=[CH2:19] |f:2.3|. Reported procedure: Phthalic anhydride (0.81 g, 5.48 mmole) was added to a solution of (E)-3-(6-aminopyridin-3-yl)-N-methyl-N-(1-methyl-1H-indol-2-ylmethyl)acrylamide (0.44 g, 1.37 mmole) and sodium bicarbonate (0.58 g, 6.85 mmole) in THF (70 mL) at RT, and the reaction was heated at reflux under nitrogen. After 48 hr, the reaction was concentrated in vacuo and the residue was diluted with water and extracted with ethyl acetate. The combined extracts were dried over Na2SO4 and concentrated. Flash chromatography on ... Reactants: OC1=CC=C(C(=O)C2=CC=CC=C2)C=C1 (4-hydroxybenzophenone), [OH-].[Na+] (sodium hydroxide), FC(Cl)F (difluorochloromethane). Solvent: O (water), O1CCOCC1 (dioxane), O (water). Reaction conditions: temperature 70 celsius, time 2 hour. The product is FC(OC1=CC=C(C(=O)C2=CC=CC=C2)C=C1)F (4-Difluoromethoxybenzophenone). RXN SMILES: [OH:1][C:2]1[CH:15]=[CH:14][C:5]([C:6]([C:8]2[CH:13]=[CH:12][CH:11]=[CH:10][CH:9]=2)=[O:7])=[CH:4][CH:3]=1.[OH-].[Na+].[F:18][CH:19]([F:21])Cl>O.O1CCOCC1>[F:18][CH:19]([F:21])[O:1][C:2]1[CH:3]=[CH:4][C:5]([C:6]([C:8]2[CH:13]=[CH:12][CH:11]=[CH:10][CH:9]=2)=[O:7])=[CH:14][CH:15]=1 |f:1.2|. Procedure details: 100 g of 4-hydroxybenzophenone and 200 g of sodium hydroxide are dissolved in a mixture of 1 l of water and 500 ml of dioxane. The mixture is heated to 70° C. and a vigorous stream of difluorochloromethane (Frigen 22) is introduced. After 2 hours, the mixture is cooled to room temperature and 1 l of water is added to the contents of the flask. The mixture is extracted three times using 1.2 l of chloroform each time, the chloroform phase is extracted by shaking with 1N sodium hydroxide solution, ... Yields the product CC1=CC(=NN1CC(=O)N1CCC(CC1)C=1SC=C(N1)C(SC1=CC=CC2=CC=CC=C12)=O)C(F)(F)F (S-1-Naphthyl 2-(1-{[5-methyl-3-(trifluoromethyl)-1H-pyrazol-1-yl]acetyl}piperidin-4-yl)-1,3-thiazole-4-carbothioate). As a reaction SMILES: [CH3:1][C:2]1[N:6]([CH2:7][C:8]([N:10]2[CH2:15][CH2:14][CH:13]([C:16]3[S:17][CH:18]=[C:19]([C:21]([OH:23])=O)[N:20]=3)[CH2:12][CH2:11]2)=[O:9])[N:5]=[C:4]([C:24]([F:27])([F:26])[F:25])[CH:3]=1.[C:28]1([SH:38])[C:37]2[C:32](=[CH:33][CH:34]=[CH:35][CH:36]=2)[CH:31]=[CH:30][CH:29]=1>>[CH3:1][C:2]1[N:6]([CH2:7][C:8]([N:10]2[CH2:15][CH2:14][CH:13]([C:16]3[S:17][CH:18]=[C:19]([C:21](=[O:23])[S:38][C:28]4[C:37]5[C:32](=[CH:33][CH:34]=[CH:35][CH:36]=5)[CH:31]=[CH:30][CH:29]=4)[N:20]=3)[CH2:12][CH2:11]2)=[O:9])[N:5]=[C:4]([C:24]([F:25])([F:27])[F:26])[CH:3]=1. The reactants are CC1=CC(=NN1CC(=O)N1CCC(CC1)C=1SC=C(N1)C(=O)O)C(F)(F)F (2-(1-{[5-methyl-3-(trifluoromethyl)-1H-pyrazol-1-yl]acetyl}piperidin-4-yl)-1,3-thiazole-4-carboxylic acid), C1(=CC=CC2=CC=CC=C12)S (naphthalene-1-thiol). Procedure details: A solution of 2-(1-{[5-methyl-3-(trifluoromethyl)-1H-pyrazol-1-yl]acetyl}piperidin-4-yl)-1,3-thiazole-4-carboxylic acid (III-4, 200 mg) is reacted analogously to Example I-227 with naphthalene-1-thiol (88.0 mg). This gives, after chromatographic purification, S-1-naphthyl 2-(1-{[5-methyl-3-(trifluoromethyl)-1H-pyrazol-1-yl]acetyl}piperidin-4-yl)-1,3-thiazole-4-carbothioate (100 mg, 37%). Starting materials: CC(C)(C)OC(=O)N1CCC(C(=O)c2ccc(C(F)(F)F)cc2)CC1, CI, [H-], [Na+], CN(C)C=O. Product: CC(C)(C)OC(=O)N1CCC(C)(C(=O)c2ccc(C(F)(F)F)cc2)CC1. RXN SMILES: [C:1]([CH3:2])([CH3:3])([CH3:4])[O:5][C:6](=[O:7])[N:8]1[CH2:9][CH2:10][CH:11]([C:14]([c:15]2[cH:16][cH:17][c:18]([C:21]([F:22])([F:23])[F:24])[cH:19][cH:20]2)=[O:25])[CH2:12][CH2:13]1.[CH3:28][I:29].[H-:27].[Na+:26].[O:30]=[CH:31][N:32]([CH3:33])[CH3:34]>>[C:1]([CH3:2])([CH3:3])([CH3:4])[O:5][C:6](=[O:7])[N:8]1[CH2:9][CH2:10][C:11]([C:14]([c:15]2[cH:16][cH:17][c:18]([C:21]([F:22])([F:23])[F:24])[cH:19][cH:20]2)=[O:25])([CH3:28])[CH2:12][CH2:13]1. Starting materials: COC1=C(C=CC(=C1)Cl)C=CCCCCI (6-(2-methoxy-4-chlorophenyl)-5-hexenyl iodide), CCC(CC(CC)=O)=O.[Li] (lithium 3,5-heptanedione). Yields the product COC1=C(C=CC(=C1)Cl)C=CCCCCC(C(CC)=O)C(CC)=O (4-[6-(2-Methoxy-4-chlorophenyl)-5-hexenyl] -3,5-heptanedione). As a reaction SMILES: [CH3:1][O:2][C:3]1[CH:8]=[C:7]([Cl:9])[CH:6]=[CH:5][C:4]=1[CH:10]=[CH:11][CH2:12][CH2:13][CH2:14][CH2:15]I.[CH3:17][CH2:18][C:19](=[O:25])[CH2:20][C:21](=[O:24])[CH2:22][CH3:23].[Li]>>[CH3:1][O:2][C:3]1[CH:8]=[C:7]([Cl:9])[CH:6]=[CH:5][C:4]=1[CH:10]=[CH:11][CH2:12][CH2:13][CH2:14][CH2:15][CH:20]([C:19](=[O:25])[CH2:18][CH3:17])[C:21](=[O:24])[CH2:22][CH3:23] |f:1.2,^1:25|. Procedure: 4-[6-(2-Methoxy-4-chlorophenyl)-5-hexenyl] -3,5-heptanedione was prepared from 84 g. of 6-(2-methoxy-4-chlorophenyl)-5-hexenyl iodide and lithium 3,5-heptanedione (from 42 g. of 3,5-heptanedione and 2.6 g. of lithium hydride in 400 ml. of dimethylformamide). The product was chromatographed on silica gel and eluted with ethyl acetate-hexane 1:4 to give 56 g. of oil used directly in the next reaction without further purification.